From a dataset of the Open Reaction Database (ORD), a public repository of structured organic reaction records. describe an organic reaction: reactants, conditions, products, and yield Reactants: CC(C)(C)OC(=O)CCN1CCc2cc(COc3ccc(-c4ccccc4)c(C(F)(F)F)c3)ccc2C1, ClCCl, O=C(O)C(F)(F)F. Product: O=C(O)CCN1CCc2cc(COc3ccc(-c4ccccc4)c(C(F)(F)F)c3)ccc2C1. Reaction SMILES: [C:1]([CH3:2])([CH3:3])([CH3:4])[O:5][C:6]([CH2:7][CH2:8][N:9]1[CH2:10][c:11]2[cH:12][cH:13][c:14]([CH2:19][O:20][c:21]3[cH:22][c:23]([C:33]([F:34])([F:35])[F:36])[c:24](-[c:27]4[cH:28][cH:29][cH:30][cH:31][cH:32]4)[cH:25][cH:26]3)[cH:15][c:16]2[CH2:17][CH2:18]1)=[O:37].[Cl:45][CH2:46][Cl:47].[F:38][C:39]([F:40])([F:41])[C:42]([OH:43])=[O:44]>>[O:5]=[C:6]([CH2:7][CH2:8][N:9]1[CH2:10][c:11]2[cH:12][cH:13][c:14]([CH2:19][O:20][c:21]3[cH:22][c:23]([C:33]([F:34])([F:35])[F:36])[c:24](-[c:27]4[cH:28][cH:29][cH:30][cH:31][cH:32]4)[cH:25][cH:26]3)[cH:15][c:16]2[CH2:17][CH2:18]1)[OH:37]. Reactants: C1COC(C2=C(C=CC(=C2)S(=O)(=O)C)OCC2=CC=CC=C2)O1 (2-benzyloxy-5-methylsulphonylbenzaldehyde ethylene acetal), Cl (HCl). The solvent is C1CCOC1 (THF), CO (MeOH). Run at time 4 hour. Yields the product C(C1=CC=CC=C1)OC1=C(C=O)C=C(C=C1)S(=O)(=O)C (2-benzyloxy-5-methylsulphonylbenzaldehyde). Yield: 96.6%. As a reaction SMILES: C1O[CH:4]([C:5]2[CH:10]=[C:9]([S:11]([CH3:14])(=[O:13])=[O:12])[CH:8]=[CH:7][C:6]=2[O:15][CH2:16][C:17]2[CH:22]=[CH:21][CH:20]=[CH:19][CH:18]=2)[O:3]C1.Cl>C1COCC1.CO>[CH2:16]([O:15][C:6]1[CH:7]=[CH:8][C:9]([S:11]([CH3:14])(=[O:13])=[O:12])=[CH:10][C:5]=1[CH:4]=[O:3])[C:17]1[CH:18]=[CH:19][CH:20]=[CH:21][CH:22]=1. Reported procedure: A solution of 2-benzyloxy-5-methylsulphonylbenzaldehyde ethylene acetal (28.6 g) in THF (100 ml) and MeOH (100 ml) containing 2N HCl (50 ml) was stirred for 4 hours. The reaction mixture was concentrated to half its volume and water (100 ml) was added. The solid product was filtered and dried to give 2-benzyloxy-5-methylsulphonylbenzaldehyde yield 24 g m.p. 129° C. Reactants: FC(CN[C@@H]1C[C@H](CC1)N)(C1=CC=C(C=C1)C)F ((1S,3S)-N-[2,2-difluoro-2-(4-methylphenyl)ethyl]cyclopentane-1,3-diamine), ClC=1C=2C(N=CN1)=NN(C2)C2OCCCC2 (4-chloro-2-(tetrahydro-2H-pyran-2-yl)-2H-pyrazolo[3,4-d]pyrimidine), C(C)(C)N(CC)C(C)C (diisopropylethylamine). The solvent is C(CCC)O (n-butanol). Reaction SMILES: [F:1][C:2]([F:18])([C:11]1[CH:16]=[CH:15][C:14]([CH3:17])=[CH:13][CH:12]=1)[CH2:3][NH:4][C@H:5]1[CH2:9][CH2:8][C@H:7]([NH2:10])[CH2:6]1.Cl[C:20]1[C:21]2[C:22](=[N:26][N:27]([CH:29]3[CH2:34][CH2:33][CH2:32][CH2:31][O:30]3)[CH:28]=2)[N:23]=[CH:24][N:25]=1.C(N(C(C)C)CC)(C)C>C(O)CCC>[F:1][C:2]([F:18])([C:11]1[CH:12]=[CH:13][C:14]([CH3:17])=[CH:15][CH:16]=1)[CH2:3][NH:4][C@H:5]1[CH2:9][CH2:8][C@H:7]([NH:10][C:20]2[C:21]3[C:22](=[N:26][N:27]([CH:29]4[CH2:34][CH2:33][CH2:32][CH2:31][O:30]4)[CH:28]=3)[N:23]=[CH:24][N:25]=2)[CH2:6]1. The product is FC(CN[C@@H]1C[C@H](CC1)NC=1C=2C(N=CN1)=NN(C2)C2OCCCC2)(C2=CC=C(C=C2)C)F ((1S,3S)-N-[2,2-difluoro-2-(4-methylphenyl)ethyl]-N′-[2-(tetrahydro-2H-pyran-2-yl)-2H-pyrazolo[3,4-d]pyrimidin-4-yl]cyclopentane-1,3-diamine). Run at temperature 150 celsius. Reported procedure: A mixture of (1S,3S)-N-[2,2-difluoro-2-(4-methylphenyl)ethyl]cyclopentane-1,3-diamine (627 mg, 2.46 mmol), 4-chloro-2-(tetrahydro-2H-pyran-2-yl)-2H-pyrazolo[3,4-d]pyrimidine (588 mg, 2.46 mmol), n-butanol (1.6 mL) and diisopropylethylamine (1.6 mL) was heated in microwave for 15 min at 150° C. The reaction mixture was concentrated in vacuo to a viscous brown oil, which was purified by silica gel chromatography (CH2Cl2/MeOH gradient) to give the title compound (0.982 g) as a cream colored foam: M... Yield: 87.4%. Starting materials: COC(=O)C(C)n1nc(O)c2[nH]c3cc(Cl)ccc3c(=O)c2c1=O, Cl, [K+], [OH-], O. Product: CC(C(=O)O)n1nc(O)c2[nH]c3cc(Cl)ccc3c(=O)c2c1=O. RXN SMILES: [Cl:1][c:2]1[cH:3][cH:4][c:5]2[c:6](=[O:24])[c:7]3[c:8]([nH:9][c:10]2[cH:11]1)[c:12]([OH:23])[n:13][n:14]([CH:17]([CH3:18])[C:19](=[O:20])[O:21][CH3:22])[c:15]3=[O:16].[ClH:27].[K+:26].[OH-:25].[OH2:28]>>[Cl:1][c:2]1[cH:3][cH:4][c:5]2[c:6](=[O:24])[c:7]3[c:8]([nH:9][c:10]2[cH:11]1)[c:12]([OH:23])[n:13][n:14]([CH:17]([CH3:18])[C:19](=[O:20])[OH:21])[c:15]3=[O:16]. The reactants are Cc1ccccc1, COCc1oc(-c2ccc(OC)nc2)cc1C(O)C1CCCCC1, O, O=S(Cl)Cl, c1ccncc1. The product is COCc1oc(-c2ccc(OC)nc2)cc1C(Cl)C1CCCCC1. Reaction SMILES: [CH3:36][c:37]1[cH:38][cH:39][cH:40][cH:41][cH:42]1.[CH:1]1([CH:7]([OH:8])[c:9]2[c:10]([CH2:22][O:23][CH3:24])[o:11][c:12](-[c:14]3[cH:15][n:16][c:17]([O:20][CH3:21])[cH:18][cH:19]3)[cH:13]2)[CH2:2][CH2:3][CH2:4][CH2:5][CH2:6]1.[OH2:35].[S:25]([Cl:26])([Cl:27])=[O:28].[cH:29]1[cH:30][cH:31][n:32][cH:33][cH:34]1>>[CH:1]1([CH:7]([c:9]2[c:10]([CH2:22][O:23][CH3:24])[o:11][c:12](-[c:14]3[cH:15][n:16][c:17]([O:20][CH3:21])[cH:18][cH:19]3)[cH:13]2)[Cl:27])[CH2:2][CH2:3][CH2:4][CH2:5][CH2:6]1. Reactants: CCC(CC)Oc1cc(C)nc2c1NC(=O)CN2c1c(C)cc(C)cc1C, C1CCOC1. Product: CCC(CC)Oc1cc(C)nc2c1N(C)C(=O)CN2c1c(C)cc(C)cc1C. Reaction SMILES: [CH2:1]([CH3:2])[CH:3]([CH2:4][CH3:5])[O:6][c:7]1[cH:8][c:9]([CH3:27])[n:10][c:11]2[c:16]1[NH:15][C:14](=[O:17])[CH2:13][N:12]2[c:18]1[c:19]([CH3:26])[cH:20][c:21]([CH3:25])[cH:22][c:23]1[CH3:24].[CH2:28]1[O:29][CH2:30][CH2:31][CH2:32]1>>[CH2:1]([CH3:2])[CH:3]([CH2:4][CH3:5])[O:6][c:7]1[cH:8][c:9]([CH3:27])[n:10][c:11]2[c:16]1[N:15]([CH3:28])[C:14](=[O:17])[CH2:13][N:12]2[c:18]1[c:19]([CH3:26])[cH:20][c:21]([CH3:25])[cH:22][c:23]1[CH3:24]. Reactants: C(C(C)C)N1C(N(C(C=2C1=CNC2)=O)C)=O (1-isobutyl-3-methyl-1H-pyrrolo[3,4-d]pyrimidine-2,4(3H,6H)-dione), ClCC1=CC=C(C=C1)OC (1-(chloromethyl)-4-methoxybenzene), C([O-])([O-])=O.[K+].[K+] (potassium carbonate). Solvent: CN(C)C=O (DMF), O (water). Reaction conditions: time 8 hour. The product is C(C(C)C)N1C(N(C(C=2C1=CN(C2)CC2=CC=C(C=C2)OC)=O)C)=O (1-isobutyl-6-(4-methoxybenzyl)-3-methyl-1H-pyrrolo[3,4-d]pyrimidine-2,4(3H,6H)-dione). Reaction SMILES: [CH2:1]([N:5]1[C:10]2=[CH:11][NH:12][CH:13]=[C:9]2[C:8](=[O:14])[N:7]([CH3:15])[C:6]1=[O:16])[CH:2]([CH3:4])[CH3:3].Cl[CH2:18][C:19]1[CH:24]=[CH:23][C:22]([O:25][CH3:26])=[CH:21][CH:20]=1.C(=O)([O-])[O-].[K+].[K+]>CN(C=O)C.O>[CH2:1]([N:5]1[C:10]2=[CH:11][N:12]([CH2:18][C:19]3[CH:24]=[CH:23][C:22]([O:25][CH3:26])=[CH:21][CH:20]=3)[CH:13]=[C:9]2[C:8](=[O:14])[N:7]([CH3:15])[C:6]1=[O:16])[CH:2]([CH3:4])[CH3:3] |f:2.3.4|. Procedure: A suspension of 1-isobutyl-3-methyl-1H-pyrrolo[3,4-d]pyrimidine-2,4(3H,6H)-dione (1.8 g, 8.3 mmol), 1-(chloromethyl)-4-methoxybenzene (1.3 mL, 9.9 mmol) and potassium carbonate (1.7 g, 12 mmol) in anhydrous DMF is stirred at room temperature overnight. The mixture is diluted with 100 mL of water, and then extracted with CH2Cl2 three times. The combined organic phase is washed with brine, and then dried with anhydrous Na2SO4. After filtration, the filtrate is concentrated under vacuum. The residu...